This data is from the Open Reaction Database (ORD), a public repository of structured organic reaction records. The task is: describe an organic reaction: reactants, conditions, products, and yield The reactants are C(C)(=O)OCC1=C(C=CC=C1B1OC(C(O1)(C)C)(C)C)N1C(C2=C(C=C(C=C2C=N1)C(C)(C)C)F)=O (2-(6-tert-butyl-8-fluoro-1-oxophthalazin-2(1H)-yl)-6-(4,4,5,5-tetramethyl-1,3,2-dioxaborolan-2-yl)benzyl acetate), ClC=1C=C(C(N(N1)C)=O)NC1=NC=C(C=C1)OC(CN(C)C)(C)C (6-chloro-4-(5-(1-(dimethylamino)-2-methylpropan-2-yloxy)pyridin-2-ylamino)-2-methylpyridazin-3(2H)-one), CC(C)C1=CC(=C(C(=C1)C(C)C)C2=C(C=CC=C2)P(C3CCCCC3)C4CCCCC4)C(C)C (X-phos), [O-]P(=O)([O-])[O-].[K+].[K+].[K+] (potassium phosphate tribasic). The reagents and catalysts are C=1C=CC(=CC1)/C=C/C(=O)/C=C/C2=CC=CC=C2.C=1C=CC(=CC1)/C=C/C(=O)/C=C/C2=CC=CC=C2.[Pd] (bis(dibenzylideneacetone)palladium). Solvent: C(CCC)O (n-butanol). Run at temperature 110 celsius, time 2.5 hour. Yields the product C(C)(C)(C)C=1C=C2C=NN(C(C2=C(C1)F)=O)C1=C(COC(C)=O)C(=CC=C1)C1=NN(C(C(=C1)NC1=NC=C(C=C1)OC(CN(C)C)(C)C)=O)C (acetic acid 2-(6-tert-butyl-8-fluoro-1-oxo-1H-phthalazin-2-yl)-6-{5-[5-(2-dimethylamino-1,1-dimethyl-ethoxy)-pyridin-2-ylamino]-1-methyl-6-oxo-1,6-dihydro-pyridazin-3-yl}-benzyl ester), oil. Reaction SMILES: [C:1]([O:4][CH2:5][C:6]1[C:11](B2OC(C)(C)C(C)(C)O2)=[CH:10][CH:9]=[CH:8][C:7]=1[N:21]1[N:30]=[CH:29][C:28]2[C:23](=[C:24]([F:35])[CH:25]=[C:26]([C:31]([CH3:34])([CH3:33])[CH3:32])[CH:27]=2)[C:22]1=[O:36])(=[O:3])[CH3:2].Cl[C:38]1[CH:39]=[C:40]([NH:46][C:47]2[CH:52]=[CH:51][C:50]([O:53][C:54]([CH3:60])([CH3:59])[CH2:55][N:56]([CH3:58])[CH3:57])=[CH:49][N:48]=2)[C:41](=[O:45])[N:42]([CH3:44])[N:43]=1.CC(C1C=C(C(C)C)C(C2C=CC=CC=2P(C2CCCCC2)C2CCCCC2)=C(C(C)C)C=1)C.[O-]P([O-])([O-])=O.[K+].[K+].[K+]>C(O)CCC.C1C=CC(/C=C/C(/C=C/C2C=CC=CC=2)=O)=CC=1.C1C=CC(/C=C/C(/C=C/C2C=CC=CC=2)=O)=CC=1.[Pd]>[C:31]([C:26]1[CH:27]=[C:28]2[C:23](=[C:24]([F:35])[CH:25]=1)[C:22](=[O:36])[N:21]([C:7]1[CH:8]=[CH:9][CH:10]=[C:11]([C:38]3[CH:39]=[C:40]([NH:46][C:47]4[CH:52]=[CH:51][C:50]([O:53][C:54]([CH3:59])([CH3:60])[CH2:55][N:56]([CH3:57])[CH3:58])=[CH:49][N:48]=4)[C:41](=[O:45])[N:42]([CH3:44])[N:43]=3)[C:6]=1[CH2:5][O:4][C:1](=[O:3])[CH3:2])[N:30]=[CH:29]2)([CH3:33])([CH3:34])[CH3:32] |f:3.4.5.6,8.9.10|. Procedure: A flask was charged with 2-(6-tert-butyl-8-fluoro-1-oxophthalazin-2(1H)-yl)-6-(4,4,5,5-tetramethyl-1,3,2-dioxaborolan-2-yl)benzyl acetate (391 mg, 0.55 mmol), 6-chloro-4-(5-(1-(dimethylamino)-2-methylpropan-2-yloxy)pyridin-2-ylamino)-2-methylpyridazin-3(2H)-one (150 mg, 0.43 mmol), X-phos (31 mg, 0.06 mmol) and potassium phosphate tribasic (199 mg, 0.94 mmol). The mixture was taken up in n-butanol (2.8 ml) and water (0.67 ml) and vacuum de-gassed and placed under argon atmosphere. To this mixtur...